From a dataset of the Open Reaction Database (ORD), a public repository of structured organic reaction records. describe an organic reaction: reactants, conditions, products, and yield The reactants are CC1=C(OC=C1)C(=O)O (3-Methyl-2-furoic acid). The solvent is C(C)(=O)OCC (ethyl acetate), [Rh] (rhodium). Run at time 6.5 hour. Yields the product CC1C(OCC1)C(=O)O ((2RS,3SR)-3-Methyl-2-Tetrahydrofuroic acid). As a reaction SMILES: [CH3:1][C:2]1[CH:6]=[CH:5][O:4][C:3]=1[C:7]([OH:9])=[O:8]>C(OCC)(=O)C.[Rh]>[CH3:1][CH:2]1[CH2:6][CH2:5][O:4][CH:3]1[C:7]([OH:9])=[O:8]. Procedure: 3-Methyl-2-furoic acid (5g) in ethyl acetate (100ml) and 5% rhodium on charcoal catalyst (0.5g) were hydrogenated at ambient temperature and the atmosphere for 6-7h. The catalyst was filtered off and replaced with a further quantity (lg) of catalyst. The reaction mixture was hydrogenated for a further 7h. This procedure was repeated again until no more hydrogen was absorbed. After filtration through kieselguhr and removal of solvent under reduced pressure, the title compound was obtained as a co... The reactants are COC1=CC(=C(C=C1)NC(=O)NC1CCCC1)[N+](=O)[O-] (1-(4-methoxy-2-nitrophenyl)-3-cyclopentylurea). Reagents/catalysts: [Pd] (palladium/carbon). The solvent is C(C)O (ethanol). Yields the product NC1=C(C=CC(=C1)OC)NC(=O)NC1CCCC1 (1-(2-amino-4-methoxyphenyl)-3-cyclopentylurea). Yield: 92.2%. RXN SMILES: [CH3:1][O:2][C:3]1[CH:8]=[CH:7][C:6]([NH:9][C:10]([NH:12][CH:13]2[CH2:17][CH2:16][CH2:15][CH2:14]2)=[O:11])=[C:5]([N+:18]([O-])=O)[CH:4]=1>C(O)C.[Pd]>[NH2:18][C:5]1[CH:4]=[C:3]([O:2][CH3:1])[CH:8]=[CH:7][C:6]=1[NH:9][C:10]([NH:12][CH:13]1[CH2:17][CH2:16][CH2:15][CH2:14]1)=[O:11]. Reported procedure: To a suspension of 1-(4-methoxy-2-nitrophenyl)-3-cyclopentylurea (0.96 g) in ethanol (15 ml) was added a catalytic amount of 10% palladium/carbon to carry out catalytic reduction at a pressure of 1-2.5 arms at room temperature for 2 hrs. The catalyst was filtered off, the solvent was distilled off and crystallization of the residue from benzene and hexane afforded 1-(2-amino-4-methoxyphenyl)-3-cyclopentylurea (0.79 g, 93%).